Dataset: the Open Reaction Database (ORD), a public repository of structured organic reaction records. Task: describe an organic reaction: reactants, conditions, products, and yield Starting materials: FC=1C=C(C#N)C=C(C1F)F (3,4,5-trifluorobenzonitrile), C([O-])([O-])=O.[K+].[K+] (potassium carbonate), CS(=O)C (DMSO), crude product, C(C)(C)(C)OC(N(CC1C(CNCC1)C1=CC=CC=C1)[C@H](C)C1=CC=CC2=CC=CC=C12)=O (tert-butyl[(1R)-1-(1-naphthyl)ethyl][(3-phenylpiperidin-4-yl)methyl]carbamate). Solvent: C1CCOC1 (THF), O (water). Reaction conditions: temperature 100 celsius. Yields the product C(#N)C1=CC(=C(C(=C1)F)N1CC(C(CC1)CN(C(OC(C)(C)C)=O)[C@H](C)C1=CC=CC2=CC=CC=C12)C1=CC=CC=C1)F (tert-butyl {[1-(4-cyano-2,6-difluorophenyl)-3-phenylpiperidin-4-yl]methyl}[(1R)-1-(1-naphthyl)ethyl]carbamate). As a reaction SMILES: [F:1][C:2]1[CH:3]=[C:4]([CH:7]=[C:8]([F:11])[C:9]=1F)[C:5]#[N:6].C(=O)([O-])[O-].[K+].[K+].CS(C)=O.[C:22]([O:26][C:27](=[O:54])[N:28]([C@@H:42]([C:44]1[C:53]2[C:48](=[CH:49][CH:50]=[CH:51][CH:52]=2)[CH:47]=[CH:46][CH:45]=1)[CH3:43])[CH2:29][CH:30]1[CH2:35][CH2:34][NH:33][CH2:32][CH:31]1[C:36]1[CH:41]=[CH:40][CH:39]=[CH:38][CH:37]=1)([CH3:25])([CH3:24])[CH3:23]>C1COCC1.O>[C:5]([C:4]1[CH:7]=[C:8]([F:11])[C:9]([N:33]2[CH2:34][CH2:35][CH:30]([CH2:29][N:28]([C@@H:42]([C:44]3[C:53]4[C:48](=[CH:49][CH:50]=[CH:51][CH:52]=4)[CH:47]=[CH:46][CH:45]=3)[CH3:43])[C:27](=[O:54])[O:26][C:22]([CH3:23])([CH3:24])[CH3:25])[CH:31]([C:36]3[CH:37]=[CH:38][CH:39]=[CH:40][CH:41]=3)[CH2:32]2)=[C:2]([F:1])[CH:3]=1)#[N:6] |f:1.2.3|. Procedure details: To a mixture of 96 mg of 3,4,5-trifluorobenzonitrile, 113 mg of potassium carbonate, and 3.0 mL of DMSO was added a solution of 181 mg of a crude product of tert-butyl[(1R)-1-(1-naphthyl)ethyl][(3-phenylpiperidin-4-yl)methyl]carbamate in 3.0 mL of THF, the reaction vessel was tightly sealed, and the mixture was heated at 100° C. overnight. The reaction mixture was cooled to room temperature, and water was then added thereto, followed by extraction with ethyl acetate. The organic layer was washed... The reactants are CC(=O)c1cc(Cl)ccc1NS(=O)(=O)C(F)(F)F, CN(C)CCN, CC(=O)O, CCO, COCCON1C(=O)c2ccccc2C1=O. Product: COCCON=C(C)c1cc(Cl)ccc1NS(=O)(=O)C(F)(F)F. RXN SMILES: [C:27]([CH3:28])(=[O:29])[c:30]1[c:31]([NH:37][S:38](=[O:39])(=[O:40])[C:41]([F:42])([F:43])[F:44])[cH:32][cH:33][c:34]([Cl:36])[cH:35]1.[CH3:1][N:2]([CH3:3])[CH2:4][CH2:5][NH2:6].[CH3:23][C:24](=[O:25])[OH:26].[CH3:45][CH2:46][OH:47].[CH3:7][O:8][CH2:9][CH2:10][O:11][N:12]1[C:13](=[O:14])[c:15]2[cH:16][cH:17][cH:18][cH:19][c:20]2[C:21]1=[O:22]>>[CH3:7][O:8][CH2:9][CH2:10][O:11][N:12]=[C:27]([CH3:28])[c:30]1[c:31]([NH:37][S:38](=[O:39])(=[O:40])[C:41]([F:42])([F:43])[F:44])[cH:32][cH:33][c:34]([Cl:36])[cH:35]1. The reactants are C(CCC)C1(C(C2=CC(=C(C(=C2CC1)Cl)OC)F)=O)CC(C)=O (2-butyl-5-chloro-7-fluoro-6-methoxy-2-(2-oxo-propyl)-3,4-dihydro-2H-naphthalen-1-one), [OH-].[K+] (potassium hydroxide). Solvent: ClCCl (dichloromethane), CCO (EtOH). Conditions: temperature 90 celsius. Yields the product C(CCC)C12C(C3=CC(=C(C(=C3CC1)Cl)OC)F)=CC(C2)=O (3a-butyl-6-chloro-8-fluoro-7-methoxy-3,3a,4,5-tetrahydro-2H-cyclopenta[a]naphthalen-2-one). RXN SMILES: [CH2:1]([C:5]1([CH2:20][C:21](=[O:23])[CH3:22])[CH2:14][CH2:13][C:12]2[C:7](=[CH:8][C:9]([F:18])=[C:10]([O:16][CH3:17])[C:11]=2[Cl:15])[C:6]1=O)[CH2:2][CH2:3][CH3:4].[OH-].[K+]>CCO.ClCCl>[CH2:1]([C:5]12[CH2:20][C:21](=[O:23])[CH:22]=[C:6]1[C:7]1[C:12]([CH2:13][CH2:14]2)=[C:11]([Cl:15])[C:10]([O:16][CH3:17])=[C:9]([F:18])[CH:8]=1)[CH2:2][CH2:3][CH3:4] |f:1.2|. Procedure details: To a solution of 2-butyl-5-chloro-7-fluoro-6-methoxy-2-(2-oxo-propyl)-3,4-dihydro-2H-naphthalen-1-one (28 mg, 0.08 mmol) in EtOH (0.4 mL) was added potassium hydroxide (2M solution in EtOH, 0.05 mL, 0.1 mmol). The reaction mixture was heated at 90° C. in a sealed flask for two hours. The reaction was cooled to room temperature, diluted with dichloromethane (5 mL) and filtered through a pad of MgSO4 atop a pad of SiO2. The filter pad was washed with 5% MeOH in CH2Cl2 and the combined filtrates co...